Dataset: the Open Reaction Database (ORD), a public repository of structured organic reaction records. Task: describe an organic reaction: reactants, conditions, products, and yield Reactants: C(C)OC(COC1=C(C(=C(C=C1)C1=NOC2=C1C=CC=C2)Cl)Cl)=O (ethyl-4-(1,2-benzisoxazol-3-yl)-2,3-dichlorophenoxyacetate), Cl (HCl). Solvent: C(C)O (ethanol), [OH-].[Na+] (NaOH). Reaction conditions: time 1 hour. The product is O1N=C(C2=C1C=CC=C2)C2=C(C(=C(OCC(=O)O)C=C2)Cl)Cl (4-(1,2-benzisoxazol-3-yl)-2,3-dichlorophenoxyacetic acid). The yield is 64.5%. RXN SMILES: C([O:3][C:4](=[O:24])[CH2:5][O:6][C:7]1[CH:12]=[CH:11][C:10]([C:13]2[C:17]3[CH:18]=[CH:19][CH:20]=[CH:21][C:16]=3[O:15][N:14]=2)=[C:9]([Cl:22])[C:8]=1[Cl:23])C.Cl>C(O)C.[OH-].[Na+]>[O:15]1[C:16]2[CH:21]=[CH:20][CH:19]=[CH:18][C:17]=2[C:13]([C:10]2[CH:11]=[CH:12][C:7]([O:6][CH2:5][C:4]([OH:24])=[O:3])=[C:8]([Cl:23])[C:9]=2[Cl:22])=[N:14]1 |f:3.4|. Procedure: To a solution of 6.88 g (0.187 m) of ethyl-4-(1,2-benzisoxazol-3-yl)-2,3-dichlorophenoxyacetate of Example 2D in 70 ml of ethanol, 4 ml of 10 N NaOH is added. The mixture is refluxed for 1 hour. The salt which forms is filtered off, and combined with 250 ml of water at 90° C., giving a suspension. Concentrated HCl is added until the mixture is acidic. The mixture is stirred 1 hour at ambient temperature and the product is filtered off. The crude product is recrystallized from ethanol/H2O and the...